From a dataset of the Open Reaction Database (ORD), a public repository of structured organic reaction records. describe an organic reaction: reactants, conditions, products, and yield Reactants: N#Cc1ccc2c(c1)CCc1cccnc1C2=C1CCNCC1, CC(=O)OC(C)=O, c1ccncc1. Product: CC(=O)N1CCC(=C2c3ccc(C#N)cc3CCc3cccnc32)CC1. RXN SMILES: [C:1](#[N:2])[c:3]1[cH:4][cH:5][c:6]2[c:7]([cH:23]1)[CH2:8][CH2:9][c:10]1[c:11]([n:12][cH:13][cH:14][cH:15]1)[C:16]2=[C:17]1[CH2:18][CH2:19][NH:20][CH2:21][CH2:22]1.[CH3:24][C:25](=[O:26])[O:27][C:28](=[O:29])[CH3:30].[cH:31]1[cH:32][cH:33][n:34][cH:35][cH:36]1>>[C:1](#[N:2])[c:3]1[cH:4][cH:5][c:6]2[c:7]([cH:23]1)[CH2:8][CH2:9][c:10]1[c:11]([n:12][cH:13][cH:14][cH:15]1)[C:16]2=[C:17]1[CH2:18][CH2:19][N:20]([C:25]([CH3:24])=[O:26])[CH2:21][CH2:22]1. Reactants: ClC=1N=C(C=2N=CN([C@@H]3[C@H](O)[C@H](O)[C@@H](CO)O3)C2N1)NN1C(CCC1)OCC ((S)-2-Chloro-N-[2-(methylmethoxy)-1-pyrrolidinyl]adenosine), N1=CC=CC=C1 (Pyridine), C([O-])(O)=O.[Na+] (sodium bicarbonate), S(=O)(Cl)Cl (thionyl chloride). The solvent is C(C)#N (acetonitrile). Reaction conditions: time 8 hour. The product is ClC=1N=C(C=2N=CN([C@@H]3[C@H](O)[C@H](O)[C@@H](CCl)O3)C2N1)NN1C(CCC1)OCC ((S)-2,5'-Dichloro-5'-deoxy-N-[2-(methylmethoxy)-1-pyrrolidinyl]adenosine), 2,3-O-sulphinyl. Reaction SMILES: [Cl:1][C:2]1[N:3]=[C:4]([NH:20][N:21]2[CH2:25][CH2:24][CH2:23][CH:22]2[O:26][CH2:27][CH3:28])[C:5]2[N:6]=[CH:7][N:8]([C:18]=2[N:19]=1)[C@H:9]1[O:17][C@H:14]([CH2:15]O)[C@@H:12]([OH:13])[C@H:10]1[OH:11].S(Cl)([Cl:31])=O.N1C=CC=CC=1.C(=O)(O)[O-].[Na+]>C(#N)C>[Cl:1][C:2]1[N:3]=[C:4]([NH:20][N:21]2[CH2:25][CH2:24][CH2:23][CH:22]2[O:26][CH2:27][CH3:28])[C:5]2[N:6]=[CH:7][N:8]([C:18]=2[N:19]=1)[C@H:9]1[O:17][C@H:14]([CH2:15][Cl:31])[C@@H:12]([OH:13])[C@H:10]1[OH:11] |f:3.4|. Reported procedure: The title compound was prepared according to general method C. (S)-2-Chloro-N-[2-(methylmethoxy)-1-pyrrolidinyl]adenosine [Knutsen, L. J. S., Lau, J., Sheardown, M. J., Thomsen, C.; Bioorganic and Medicinal Chemistry Letters, 1993, 3, 2661-2666](0.35 g, 0.8 mmol) was dissolved in acetonitrile (5 ml) and cooled on an ice-water bath. Under a nitrogen atmosphere, thionyl chloride (0.34 g, 0.2 ml, 2.4 mmol) (see Borchardt, R. T., Huber, J. A. and Wu, Y. S., Journal of Organic Chemistry, 1976, 41, 56... Starting materials: O=C([O-])[O-], CN(C)C=O, Cc1ccccc1, CC(=Cc1ccc(C)cc1)CCl, [K+], [K+], O, Cc1cc(O)c(C)c(C)c1NC=O. The product is CC(=Cc1ccc(C)cc1)COc1cc(C)c(NC=O)c(C)c1C. Reaction SMILES: [C:14](=[O:15])([O-:16])[O-:17].[CH3:20][N:21]([CH3:22])[CH:23]=[O:24].[CH3:37][c:38]1[cH:39][cH:40][cH:41][cH:42][cH:43]1.[Cl:25][CH2:26][C:27](=[CH:28][c:29]1[cH:30][cH:31][c:32]([CH3:35])[cH:33][cH:34]1)[CH3:36].[K+:18].[K+:19].[OH2:44].[OH:1][c:2]1[c:3]([CH3:13])[c:4]([CH3:12])[c:5]([NH:9][CH:10]=[O:11])[c:6]([CH3:8])[cH:7]1>>[O:1]([c:2]1[c:3]([CH3:13])[c:4]([CH3:12])[c:5]([NH:9][CH:10]=[O:11])[c:6]([CH3:8])[cH:7]1)[CH2:26][C:27](=[CH:28][c:29]1[cH:30][cH:31][c:32]([CH3:35])[cH:33][cH:34]1)[CH3:36]. Isolated yield 33.5%. As a reaction SMILES: Br[C:2]1[CH:3]=[CH:4][C:5]2[C:6]3[CH2:15][N:14]([C:16]([O:18][C:19]([CH3:22])([CH3:21])[CH3:20])=[O:17])[CH2:13][CH2:12][C:7]=3[N:8]([CH3:11])[C:9]=2[CH:10]=1.[F:23][C:24]1[CH:38]=[CH:37][C:27]([CH2:28][CH2:29][N:30]2[CH2:35][CH2:34][NH:33][C:32](=[O:36])[CH2:31]2)=[CH:26][CH:25]=1>>[F:23][C:24]1[CH:25]=[CH:26][C:27]([CH2:28][CH2:29][N:30]2[CH2:35][CH2:34][N:33]([C:2]3[CH:3]=[CH:4][C:5]4[C:6]5[CH2:15][N:14]([C:16]([O:18][C:19]([CH3:22])([CH3:21])[CH3:20])=[O:17])[CH2:13][CH2:12][C:7]=5[N:8]([CH3:11])[C:9]=4[CH:10]=3)[C:32](=[O:36])[CH2:31]2)=[CH:37][CH:38]=1. The product is FC1=CC=C(CCN2CC(N(CC2)C=2C=CC=3C4=C(N(C3C2)C)CCN(C4)C(=O)OC(C)(C)C)=O)C=C1 (tert-Butyl 7-(4-(4-fluorophenethyl)-2-oxopiperazin-1-yl)-5-methyl-3,4-dihydro-1H-pyrido[4,3-b]indole-2(5H)-carboxylate). Starting materials: BrC=1C=CC=2C3=C(N(C2C1)C)CCN(C3)C(=O)OC(C)(C)C (tert-Butyl 7-bromo-5-methyl-3,4-dihydro-1H-pyrido[4,3-b]indole-2(5H)-carboxylate), FC1=CC=C(CCN2CC(NCC2)=O)C=C1 (4-(4-fluorophenethyl)piperazin-2-one). Procedure details: tert-Butyl 7-bromo-5-methyl-3,4-dihydro-1H-pyrido[4,3-b]indole-2(5H)-carboxylate (1.6 g, 4.4 mmol) and 4-(4-fluorophenethyl)piperazin-2-one (0.96 g, 4.3 mmol) were reacted according to Example 2 (step f) to provide the title compound (730 mg, 33%) as a yellow powder: ESI MS m/z 507 [M+H]+. Reactants: ClCCl (dichloromethane), ClC=1C=C(C=CC1OCC1=NC=CC=C1)NC1=NC=NC2=C1C1=C(C=3C=NN(C3CC1)CCO)S2 (2-(6-{[3-chloro-4-(pyridin-2-ylmethoxy)phenyl]amino}-4,5-dihydro-3H-pyrimido[5′,4′:4,5]thieno[2,3-e]indazol-3-yl)ethanol), S(=O)(Br)Br (thionyl bromide). The solvent is O (water). Product: BrCCN1N=CC=2C3=C(CCC12)C=1C(S3)=NC=NC1NC1=CC(=C(C=C1)OCC1=NC=CC=C1)Cl (3-(2-bromoethyl)-N-[3-chloro-4-(pyridin-2-ylmethoxy)phenyl]-4,5-dihydro-3H-pyrimido[5′,4′:4,5]thieno[2,3-e]indazol-6-amine). RXN SMILES: ClCCl.[Cl:4][C:5]1[CH:6]=[C:7]([NH:19][C:20]2[C:25]3[C:26]4[CH2:34][CH2:33][C:32]5[N:31]([CH2:35][CH2:36]O)[N:30]=[CH:29][C:28]=5[C:27]=4[S:38][C:24]=3[N:23]=[CH:22][N:21]=2)[CH:8]=[CH:9][C:10]=1[O:11][CH2:12][C:13]1[CH:18]=[CH:17][CH:16]=[CH:15][N:14]=1.S(Br)([Br:41])=O>O>[Br:41][CH2:36][CH2:35][N:31]1[C:32]2[CH2:33][CH2:34][C:26]3[C:25]4[C:24](=[N:23][CH:22]=[N:21][C:20]=4[NH:19][C:7]4[CH:8]=[CH:9][C:10]([O:11][CH2:12][C:13]5[CH:18]=[CH:17][CH:16]=[CH:15][N:14]=5)=[C:5]([Cl:4])[CH:6]=4)[S:38][C:27]=3[C:28]=2[CH:29]=[N:30]1. Procedure: To 30 mL dichloromethane cooled to 0° C. was added 2-(6-{[3-chloro-4-(pyridin-2-ylmethoxy)phenyl]amino}-4,5-dihydro-3H-pyrimido[5′,4′:4,5]thieno[2,3-e]indazol-3-yl)ethanol (800 mg, 1.58 mmol), followed by thionyl bromide (1.15 g, 5.54 mmol). The contents were then stirred with warming to rt over a 24 h period, after which time water (5 mL) was added to quench the reaction mixture. The solvent was removed under reduced pressure. The crude residue was diluted with aq. 1M Na2CO3 and vigorously stir...